This data is from the Open Reaction Database (ORD), a public repository of structured organic reaction records. The task is: describe an organic reaction: reactants, conditions, products, and yield Starting materials: O.FC1=C(C=CC=C1F)C=1C=C2C(=NNC2=CC1)C(=O)NCC1CCN(CC1)CC=1OC=C(N1)C(=O)O (2-({4-[({[5-(2,3-Difluorophenyl)-1H-indazol-3-yl]carbonyl}amino)methyl]piperidin-1-yl}methyl)-1,3-oxazole-4-carboxylic acid hydrate), BrC=1C=C2C(=NNC2=CC1)C(=O)NCC1CCN(CC1)CC1=CC=C(O1)C(=O)OCC (Ethyl 5-{[4-({[(5-bromo-1H-indazol-3-yl)carbonyl]amino}methyl) piperidin-1-yl]methyl}furan-2-carboxylate), FC1=C(C=CC=C1F)B(O)O ((2,3-difluorophenyl)boronic acid). Reaction conditions: time 15 minute. Yields the product FC1=C(C=CC=C1F)C=1C=C2C(=NNC2=CC1)C(=O)NCC1CCN(CC1)CC1=CC=C(O1)C(=O)O (5-({4-[({[5-(2,3-Difluorophenyl)-1H-indazol-3-yl]carbonyl}amino)methyl]piperidin-1-yl}methyl)furan-2-carboxylic acid). Reaction SMILES: O.[F:2][C:3]1[C:8]([F:9])=[CH:7][CH:6]=[CH:5][C:4]=1C1C=C2C(=CC=1)NN=C2C(NCC1CCN(CC2OC=C(C(O)=O)N=2)CC1)=O.Br[C:39]1[CH:40]=[C:41]2[C:45](=[CH:46][CH:47]=1)[NH:44][N:43]=[C:42]2[C:48]([NH:50][CH2:51][CH:52]1[CH2:57][CH2:56][N:55]([CH2:58][C:59]2[O:63][C:62]([C:64]([O:66]CC)=[O:65])=[CH:61][CH:60]=2)[CH2:54][CH2:53]1)=[O:49].FC1C(F)=CC=CC=1B(O)O>>[F:2][C:3]1[C:8]([F:9])=[CH:7][CH:6]=[CH:5][C:4]=1[C:39]1[CH:40]=[C:41]2[C:45](=[CH:46][CH:47]=1)[NH:44][N:43]=[C:42]2[C:48]([NH:50][CH2:51][CH:52]1[CH2:53][CH2:54][N:55]([CH2:58][C:59]2[O:63][C:62]([C:64]([OH:66])=[O:65])=[CH:61][CH:60]=2)[CH2:56][CH2:57]1)=[O:49] |f:0.1|. Reported procedure: 5-({4-[({[5-(2,3-Difluorophenyl)-1H-indazol-3-yl]carbonyl}amino)methyl]piperidin-1-yl}methyl)furan-2-carboxylic acid 19 was prepared, according to the procedure described for compound 12, from compound 15 and (2,3-difluorophenyl)boronic acid and using the following preparative HPLC parameters for the purification: channel A=CH3CN+0.1% formic acid; channel B=H2O+0.1% formic acid: flow=40 ml/min; gradient=15%-50% of eluent A in 15 minutes. Yield: 32 mg, 11%. The reactants are IC1=CC(=C(C=C1)OC)OC (4-iodo-1,2-dimethoxybenzene), C(C)(C)(C)C1=NNC(=C1)N (3-tert-butyl-1H-pyrazol-5-amine), C([O-])([O-])=O.[K+].[K+] (potassium carbonate), N#N (N2), CN[C@H]1[C@@H](CCCC1)NC ((1R,2R)—N1,N2-dimethylcyclohexane-1,2-diamine), CCCC(C)C (isohexane). The reagents and catalysts are [Cu]I (copper(I) iodide). The solvent is CCOCC (ether), C1(=CC=CC=C1)C (toluene). Product: C(C)(C)(C)C1=NN(C(=C1)N)C1=CC(=C(C=C1)OC)OC (3-tert-Butyl-1-(3,4-dimethoxyphenyl)-1H-pyrazol-5-amine). As a reaction SMILES: I[C:2]1[CH:7]=[CH:6][C:5]([O:8][CH3:9])=[C:4]([O:10][CH3:11])[CH:3]=1.[C:12]([C:16]1[CH:20]=[C:19]([NH2:21])[NH:18][N:17]=1)([CH3:15])([CH3:14])[CH3:13].CN[C@@H]1CCCC[C@H]1NC.C(=O)([O-])[O-].[K+].[K+].N#N.CCCC(C)C>C1(C)C=CC=CC=1.CCOCC.[Cu]I>[C:12]([C:16]1[CH:20]=[C:19]([NH2:21])[N:18]([C:2]2[CH:7]=[CH:6][C:5]([O:8][CH3:9])=[C:4]([O:10][CH3:11])[CH:3]=2)[N:17]=1)([CH3:15])([CH3:14])[CH3:13] |f:3.4.5|. Procedure: To a solution of 4-iodo-1,2-dimethoxybenzene (1.10 g, 4.17 mmol) in anhydrous toluene (5.0 mL) was added 3-tert-butyl-1H-pyrazol-5-amine (638 mg, 4.58 mmol) followed by (1R,2R)—N1,N2-dimethylcyclohexane-1,2-diamine (130 μL, 0.83 mmol) and potassium carbonate (1.15 g, 8.3 mmol). The mixture was purged with N2, copper(I) iodide (40 mg, 0.21 mmol) was added and the reaction mixture was heated at reflux under N2 for 16 hr. The resulting mixture was cooled to RT and was partitioned between EtOAc (100... Starting materials: C(=O)(O)[C@H](O)[C@@H](O)C(=O)O.C[C@H]1NCCC1 ((2R)-2-methylpyrrolidine (L)-tartrate), [OH-].[Na+].[Cl-].[Na+].O (NaOH brine), BrC1=CC=C2C(=C(N=NC2=C1)CCCl)Cl (7-Bromo-4-chloro-3-(2-chloro-ethyl)-cinnoline), CC1=NC(=CC=C1B1OC(C(O1)(C)C)(C)C)C (2,6-dimethyl-3-(4,4,5,5-tetramethyl-[1,3,2]dioxaborolan-2-yl)-pyridine), C(=O)([O-])[O-].[Na+].[Na+] (Na2CO3), crude material. Reagents/catalysts: Cl[Pd]([P](C1=CC=CC=C1)(C2=CC=CC=C2)C3=CC=CC=C3)([P](C4=CC=CC=C4)(C5=CC=CC=C5)C6=CC=CC=C6)Cl (Pd(PPh3)2Cl2). Run in C1(=CC=CC=C1)C (toluene), C(C)(C)O.C1(=CC=CC=C1)C (isopropanol toluene), C(C)#N (acetonitrile), C1(=CC=CC=C1)C (toluene). Run at temperature 90 celsius. Yields the product CC1=NC(=CC=C1C1=CC=C2C=C(N=NC2=C1)CCN1[C@@H](CCC1)C)C (7-(2,6-Dimethyl-pyridin-3-yl)-3-[2-((2R)-2-methyl-pyrrolidin-1-yl)-ethyl]-cinnoline). As a reaction SMILES: Br[C:2]1[CH:11]=[C:10]2[C:5]([C:6](Cl)=[C:7]([CH2:12][CH2:13]Cl)[N:8]=[N:9]2)=[CH:4][CH:3]=1.[CH3:16][C:17]1[C:22](B2OC(C)(C)C(C)(C)O2)=[CH:21][CH:20]=[C:19]([CH3:32])[N:18]=1.C([O-])([O-])=O.[Na+].[Na+].C([C@@H]([C@H](C(O)=O)O)O)(O)=O.[CH3:49][C@@H:50]1[CH2:54][CH2:53][CH2:52][NH:51]1.[OH-].[Na+].[Cl-].[Na+].O>C(O)(C)C.C1(C)C=CC=CC=1.C(#N)C.Cl[Pd](Cl)([P](C1C=CC=CC=1)(C1C=CC=CC=1)C1C=CC=CC=1)[P](C1C=CC=CC=1)(C1C=CC=CC=1)C1C=CC=CC=1.C1(C)C=CC=CC=1>[CH3:32][C:19]1[C:20]([C:2]2[CH:11]=[C:10]3[C:5]([CH:6]=[C:7]([CH2:12][CH2:13][N:51]4[CH2:52][CH2:53][CH2:54][C@H:50]4[CH3:49])[N:8]=[N:9]3)=[CH:4][CH:3]=2)=[CH:21][CH:22]=[C:17]([CH3:16])[N:18]=1 |f:2.3.4,5.6,7.8.9.10.11,12.13,^1:76,95|. Procedure: A mixture of the product from Example 169C (0.100 g, 0.328 mmol), 2,6-dimethyl-3-(4,4,5,5-tetramethyl-[1,3,2]dioxaborolan-2-yl)-pyridine (0.077 g, 0.328 mmol), Pd(PPh3)2Cl2 (0.012 g, 0.017 mmol), and 1 M Na2CO3 (0.820 mL, 0.820 mmol) in de-gassed isopropanol/toluene (5 mL, 1:1) was heated to 90° C. under a dry nitrogen atmosphere for 24 hours. After cooling, the reaction mixture was filtered, diluted with 20 mL water, extracted twice with 25 mL dichloromethane, and concentrated under reduced pre... Starting materials: ClC=1C=C(C=2N(N1)C=C(N2)C(=O)OCC)N2CCOCC2 (Ethyl 6-chloro-8-morpholinoimidazo[1,2-b]pyridazine-2-carboxylate), C(=O)[O-].[NH4+] (ammonium formate), CO (MeOH), C(=O)[O-].[NH4+] (ammonium formate). The reagents and catalysts are [Pd] (Pd/C). The solvent is C1CCOC1 (THF), C(Cl)Cl (DCM). Product: O1CCN(CC1)C=1C=2N(N=CC1)C=C(N2)C(=O)OCC (Ethyl 8-morpholinoimidazo[1,2-b]pyridazine-2-carboxylate). Reaction SMILES: Cl[C:2]1[CH:3]=[C:4]([N:16]2[CH2:21][CH2:20][O:19][CH2:18][CH2:17]2)[C:5]2[N:6]([CH:8]=[C:9]([C:11]([O:13][CH2:14][CH3:15])=[O:12])[N:10]=2)[N:7]=1.CO.C([O-])=O.[NH4+]>C1COCC1.C(Cl)Cl.[Pd]>[O:19]1[CH2:18][CH2:17][N:16]([C:4]2[C:5]3[N:6]([CH:8]=[C:9]([C:11]([O:13][CH2:14][CH3:15])=[O:12])[N:10]=3)[N:7]=[CH:2][CH:3]=2)[CH2:21][CH2:20]1 |f:2.3|. Reported procedure: Compound 5b (8.6 g, 28 mmol) was suspended in THF (100 mL)/MeOH (50 mL). The reaction mixture was purged with argon, and 10% Pd/C (1.5 g, 1.4 mmol) was added followed by solid ammonium formate (8.7 g, 140 mmol). The reaction mixture was stirred under reflux for 1 h, during which time some of the ammonium formate sublimed onto the reflux condenser. The solid was rinsed back into the reaction flask with dry MeOH. The reaction mixture was filtered through a pad of diatomaceous earth. The filtrate w... The reactants are Brc1ccc(-c2c[nH]nc2OCc2ccccc2)cc1, CCOC(C)=O, ClCCN1CCCCC1, Cl, [H-], [Na+], O. Product: Brc1ccc(-c2cn(CCN3CCCCC3)nc2OCc2ccccc2)cc1. Reaction SMILES: [CH2:13]([c:14]1[cH:15][cH:16][cH:17][cH:18][cH:19]1)[O:20][c:21]1[n:22][nH:23][cH:24][c:25]1-[c:26]1[cH:27][cH:28][c:29]([Br:32])[cH:30][cH:31]1.[CH3:33][CH2:34][O:35][C:36](=[O:37])[CH3:38].[Cl:4][CH2:5][CH2:6][N:7]1[CH2:8][CH2:9][CH2:10][CH2:11][CH2:12]1.[ClH:3].[H-:1].[Na+:2].[OH2:39]>>[CH2:5]([CH2:6][N:7]1[CH2:8][CH2:9][CH2:10][CH2:11][CH2:12]1)[n:23]1[n:22][c:21]([O:20][CH2:13][c:14]2[cH:15][cH:16][cH:17][cH:18][cH:19]2)[c:25](-[c:26]2[cH:27][cH:28][c:29]([Br:32])[cH:30][cH:31]2)[cH:24]1. The reactants are O=C([O-])[O-], CN1C(=O)CCC2(C)c3ccc(S)cc3CCC12, CN(C)C=O, CCOC(C)=O, COc1cccc2sc(Cl)nc12, [K+], [K+]. Yields the product COc1cccc2sc(Sc3ccc4c(c3)CCC3N(C)C(=O)CCC43C)nc12. Reaction SMILES: [C:19](=[O:20])([O-:21])[O-:22].[CH3:1][N:2]1[C:3](=[O:18])[CH2:4][CH2:5][C:6]2([CH3:17])[c:7]3[c:8]([cH:12][c:13]([SH:16])[cH:14][cH:15]3)[CH2:9][CH2:10][CH:11]12.[CH3:37][N:38]([CH3:39])[CH:40]=[O:41].[CH3:42][CH2:43][O:44][C:45](=[O:46])[CH3:47].[Cl:25][c:26]1[s:27][c:28]2[c:29]([n:30]1)[c:31]([O:35][CH3:36])[cH:32][cH:33][cH:34]2.[K+:23].[K+:24]>>[CH3:1][N:2]1[C:3](=[O:18])[CH2:4][CH2:5][C:6]2([CH3:17])[c:7]3[c:8]([cH:12][c:13]([S:16][c:26]4[s:27][c:28]5[c:29]([n:30]4)[c:31]([O:35][CH3:36])[cH:32][cH:33][cH:34]5)[cH:14][cH:15]3)[CH2:9][CH2:10][CH:11]12. Starting materials: OCC=1OC=CC1 (2-(hydroxymethyl)furan), ClC1=NC(=CC(=C1)C(Cl)(Cl)Cl)Cl (2,6-dichloro-4-(trichloromethyl)pyridine), CCCCCC (hexane), [H-].[Na+] (sodium hydride). The solvent is C(OC)COC (dimethoxyethane), C(OC)COC (dimethoxyethane), C(OC)COC (dimethoxyethane), C(OC)COC (dimethoxyethane), O (water). Run at temperature 50 celsius. The product is ClC1=NC(=CC(=C1)C(Cl)(Cl)Cl)OCC=1OC=CC1 (2-chloro-6-(2-furanylmethoxy)-4-(trichloromethyl)pyridine). Yield: 58.3%. Reaction SMILES: CCCCCC.[H-].[Na+].[OH:9][CH2:10][C:11]1[O:12][CH:13]=[CH:14][CH:15]=1.[Cl:16][C:17]1[CH:22]=[C:21]([C:23]([Cl:26])([Cl:25])[Cl:24])[CH:20]=[C:19](Cl)[N:18]=1>C(COC)OC.O>[Cl:16][C:17]1[CH:22]=[C:21]([C:23]([Cl:24])([Cl:25])[Cl:26])[CH:20]=[C:19]([O:9][CH2:10][C:11]2[O:12][CH:13]=[CH:14][CH:15]=2)[N:18]=1 |f:1.2|. Procedure details: To 5.5 grams (0.115 mole) of hexane washed sodium hydride in 100 mls of dimethoxyethane was added over a 25 minute period, 11.28 grams (0.115 mole) of 2-(hydroxymethyl)furan dissolved in 30 mls of dimethoxyethane. An additional 25 mls of dimethoxyethane was added and the mixture heated to 50° C. for about 10 minutes. To this mixture was added 26.54 grams (0.1 mole) of 2,6-dichloro-4-(trichloromethyl)pyridine dissolved in 100 mls of dimethoxyethane. The mixture was heated under reflux (83° C.) fo...